describe an organic reaction: reactants, conditions, products, and yield From a dataset of the Open Reaction Database (ORD), a public repository of structured organic reaction records. Reactants: ClC1=C(N(N=C1)C)C=1C=C(C=CC1OC)N (3-(4-Chloro-2-methyl-2H-pyrazol-3-yl)-4-methoxy-phenylamine), FC=1C=C(C=CC1F)N=C=O (3,4-Difluorophenyl isocyanate). Product: ClC1=C(N(N=C1)C)C=1C=C(C=CC1OC)NC(=O)NC1=CC(=C(C=C1)F)F (1-[3-(4-Chloro-2-methyl-2H-pyrazol-3-yl)-4-methoxy-phenyl]-3-(3,4-difluoro-phenyl)-urea). The yield is 36.4%. Reaction SMILES: [Cl:1][C:2]1[CH:6]=[N:5][N:4]([CH3:7])[C:3]=1[C:8]1[CH:9]=[C:10]([NH2:16])[CH:11]=[CH:12][C:13]=1[O:14][CH3:15].[F:17][C:18]1[CH:19]=[C:20]([N:25]=[C:26]=[O:27])[CH:21]=[CH:22][C:23]=1[F:24]>>[Cl:1][C:2]1[CH:6]=[N:5][N:4]([CH3:7])[C:3]=1[C:8]1[CH:9]=[C:10]([NH:16][C:26]([NH:25][C:20]2[CH:21]=[CH:22][C:23]([F:24])=[C:18]([F:17])[CH:19]=2)=[O:27])[CH:11]=[CH:12][C:13]=1[O:14][CH3:15]. Procedure: 3-(4-Chloro-2-methyl-2H-pyrazol-3-yl)-4-methoxy-phenylamine (30 mg, 0.13 mmol) was treated with 3,4-Difluorophenyl isocyanate (17 μL, 0.14 mmol) in a similar manner to Example 1.53, providing 18.6 mg (34%) of Compound 92: LCMS m/z (%)=393 (M+H35Cl, 100), 395 (M+H37Cl, 38). 1H NMR (400 MHz, acetone-d6) δ: 8.18 (s, 1H), 8.05 (s, 1H), 7.65 (m, 1H), 7.57 (dd, J1=8 Hz, J2=4 Hz, 1H), 7.36 (s, 1H), 7.33 (d, J=2 Hz, 1H), 7.09 (d, J=4 Hz, 1H), 7.06 (d, J=2 Hz, 1H), 7.04 (d, J=8 Hz, 1H), 3.72 (s, 3H), 3.5... Solvent: CN(C=O)C (N,N-dimethylformamide). Yield: 96.5%. Procedure: To a solution of Example 1D (7.77 g, 0.028 mol) in N,N-dimethylformamide was added N-chlorosuccinimide (4.0 g, 0.029 mol) and the solution was stirred at room temperature for 6 hours. Water was added and the reaction mixture stirred for 30 minutes. The precipitate was filtered and air-dried to give 8.45 g of product as an off-white solid (96% yield). 1H NMR (300 MHz, DMSO-d6) δ ppm 1.28 (d, J=5.88 Hz, 6H) 4.53-4.70 (m, 1 H) 6.95-7.07 (m, 2H) 7.26-7.37 (m, 2H) 7.67 (s, 1H) 12.41 (s, 1H). MS (ESI)... Starting materials: C(C)(C)OC1=CC=C(OC=2SC(=CN2)C=NO)C=C1 (2-(4-isopropoxyphenoxy)-1,3-thiazole-5-carbaldehyde oxime), ClN1C(CCC1=O)=O (N-chlorosuccinimide), O (Water). Reaction conditions: time 6 hour. As a reaction SMILES: [CH:1]([O:4][C:5]1[CH:19]=[CH:18][C:8]([O:9][C:10]2[S:11][C:12]([CH:15]=[N:16][OH:17])=[CH:13][N:14]=2)=[CH:7][CH:6]=1)([CH3:3])[CH3:2].[Cl:20]N1C(=O)CCC1=O.O>CN(C)C=O>[OH:17][N:16]=[C:15]([Cl:20])[C:12]1[S:11][C:10]([O:9][C:8]2[CH:18]=[CH:19][C:5]([O:4][CH:1]([CH3:3])[CH3:2])=[CH:6][CH:7]=2)=[N:14][CH:13]=1. Product: ON=C(C1=CN=C(S1)OC1=CC=C(C=C1)OC(C)C)Cl (N-hydroxy-2-(4-isopropoxyphenoxy)-1,3-thiazole-5-carboximidoyl chloride).